This data is from the Open Reaction Database (ORD), a public repository of structured organic reaction records. The task is: describe an organic reaction: reactants, conditions, products, and yield Starting materials: [C-]#N.[K+] (KCN), N1CCCC1 (pyrrolidine), O1CCOC12CCC(CC2)C=O (1,4-dioxa-spiro[4.5]decane-8-carboxaldehyde), C(C)(=O)OCC (ethyl acetate). Solvent: C(C)O (ethanol), O (water). Reaction conditions: time 72 hour. Product: N1(CCCC1)C(C#N)C1CCC2(OCCO2)CC1 (Pyrrolidino-(1,4-dioxa-spiro[4.5]dec-8-yl)-acetonitrile). Reaction SMILES: [C-:1]#[N:2].[K+].[NH:4]1[CH2:8][CH2:7][CH2:6][CH2:5]1.[O:9]1[C:13]2([CH2:18][CH2:17][CH:16]([CH:19]=O)[CH2:15][CH2:14]2)[O:12][CH2:11][CH2:10]1.C(OCC)(=O)C>C(O)C.O>[N:4]1([CH:19]([CH:16]2[CH2:15][CH2:14][C:13]3([O:9][CH2:10][CH2:11][O:12]3)[CH2:18][CH2:17]2)[C:1]#[N:2])[CH2:8][CH2:7][CH2:6][CH2:5]1 |f:0.1|. Reported procedure: KCN (0.17 mol) and pyrrolidine (12.07 g, 0.17 mol) were added to a solution of 1,4-dioxa-spiro[4.5]decane-8-carboxaldehyde (0.141 mol) in a mixture of ethanol (141 ml) and water (70 ml), and stirring was carried out for 72 h at 25° C. After addition of ethyl acetate (700 ml), the organic phase was separated off and washed in succession with water (4×150 ml) and aqueous FeSO4 solution (4×150 ml). The organic phase was separated off and dried over Na2SO4 and then filtered off. The solvent was remo... Starting materials: ClCCl, CC(C)(C)CN1CC(CCO)OC(c2cccc3c2OCCO3)c2cc(Cl)ccc21, c1ccncc1. Yields the product CC(C)(C)CN1CC(CC=O)OC(c2cccc3c2OCCO3)c2cc(Cl)ccc21. RXN SMILES: [CH2:37]([Cl:38])[Cl:39].[Cl:1][c:2]1[cH:3][cH:4][c:5]2[c:6]([cH:30]1)[CH:7]([c:20]1[c:21]3[c:22]([cH:23][cH:24][cH:25]1)[O:26][CH2:27][CH2:28][O:29]3)[O:8][CH:9]([CH2:17][CH2:18][OH:19])[CH2:10][N:11]2[CH2:12][C:13]([CH3:14])([CH3:15])[CH3:16].[cH:31]1[cH:32][cH:33][n:34][cH:35][cH:36]1>>[Cl:1][c:2]1[cH:3][cH:4][c:5]2[c:6]([cH:30]1)[CH:7]([c:20]1[c:21]3[c:22]([cH:23][cH:24][cH:25]1)[O:26][CH2:27][CH2:28][O:29]3)[O:8][CH:9]([CH2:17][CH:18]=[O:19])[CH2:10][N:11]2[CH2:12][C:13]([CH3:14])([CH3:15])[CH3:16].